Task: describe an organic reaction: reactants, conditions, products, and yield. Dataset: the Open Reaction Database (ORD), a public repository of structured organic reaction records Starting materials: C1(=CC=CC=C1)COC1=C(C2=C(C(C=CO2)=O)C=C1)CC=C (7-(phenylmethoxy)-8-(2-propenyl)-4H-1-benzopyran-4-one), CN(C=O)C (N,N-dimethylformamide), IC1=CC=CC=C1 (iodobenzene), C(C)(=O)[O-].[Na+] (sodium acetate). Reagents/catalysts: [Cl-].C(C)[N+](CC)(CC)CC (tetraethylammonium chloride), C(C)(=O)[O-].[Pd+2].C(C)(=O)[O-] (Palladium(II) acetate). The solvent is CCOCC (ether), CCOCC (ether), O (water). Reaction conditions: time 24 hour. Yields the product C1(=CC=CC=C1)COC1=C(C2=C(C(C=CO2)=O)C=C1)C\C=C\C1=CC=CC=C1 ((E)-7-(Phenylmethoxy)-8-(3-phenyl-2-propenyl)-4H-1-benzopyran-4-one). The yield is 55.5%. Reaction SMILES: [C:1]1([CH2:7][O:8][C:9]2[CH:19]=[CH:18][C:12]3[C:13](=[O:17])[CH:14]=[CH:15][O:16][C:11]=3[C:10]=2[CH2:20][CH:21]=[CH2:22])[CH:6]=[CH:5][CH:4]=[CH:3][CH:2]=1.I[C:24]1[CH:29]=[CH:28][CH:27]=[CH:26][CH:25]=1.C([O-])(=O)C.[Na+].CN(C)C=O>[Cl-].C([N+](CC)(CC)CC)C.O.C([O-])(=O)C.[Pd+2].C([O-])(=O)C.CCOCC>[C:1]1([CH2:7][O:8][C:9]2[CH:19]=[CH:18][C:12]3[C:13](=[O:17])[CH:14]=[CH:15][O:16][C:11]=3[C:10]=2[CH2:20]/[CH:21]=[CH:22]/[C:24]2[CH:29]=[CH:28][CH:27]=[CH:26][CH:25]=2)[CH:2]=[CH:3][CH:4]=[CH:5][CH:6]=1 |f:2.3,5.6,8.9.10|. Reported procedure: A mixture of 8.76 g (30 mmol) of 7-(phenylmethoxy)-8-(2-propenyl)-4H-1-benzopyran-4-one (preceding example), 6.70 g (32.84 mmol) of iodobenzene, 5.11 g (30.84 mmol) of tetraethylammonium chloride, 8.94 g (91.22 mmol) of anhydrous sodium acetate, and 64 mL of dry N,N-dimethylformamide was stirred at room temperature while being purged with a stream of argon. Palladium(II) acetate (0.38 g; 1.7 mmol) was added and stirring was continued at room temperature, for 24 hr. The dark mixture was diluted w... Reactants: CC(=O)O, COC(=O)c1ccc(C)c(-n2cc(-c3cnn(-c4ccccc4)c3C)nc2S)c1, [Na+], O=C([O-])O, O, O=[N+]([O-])O. The product is COC(=O)c1ccc(C)c(-n2cnc(-c3cnn(-c4ccccc4)c3C)c2)c1. RXN SMILES: [C:34]([OH:35])(=[O:36])[CH3:37].[CH3:5][O:6][C:7]([c:8]1[cH:9][c:10](-[n:15]2[c:16]([SH:32])[n:17][c:18](-[c:20]3[cH:21][n:22][n:23](-[c:26]4[cH:27][cH:28][cH:29][cH:30][cH:31]4)[c:24]3[CH3:25])[cH:19]2)[c:11]([CH3:14])[cH:12][cH:13]1)=[O:33].[Na+:42].[O-:38][C:39]([OH:40])=[O:41].[OH2:43].[OH:1][N+:2](=[O:3])[O-:4]>>[CH3:5][O:6][C:7]([c:8]1[cH:9][c:10](-[n:15]2[cH:16][n:17][c:18](-[c:20]3[cH:21][n:22][n:23](-[c:26]4[cH:27][cH:28][cH:29][cH:30][cH:31]4)[c:24]3[CH3:25])[cH:19]2)[c:11]([CH3:14])[cH:12][cH:13]1)=[O:33]. Reactants: CN(C)C=O, COC(=O)c1ccc(NC(=O)NCCCl)cc1, [K+], [K+], O=C([O-])[O-]. The product is COC(=O)c1ccc(N2CCNC2=O)cc1. As a reaction SMILES: [CH3:24][N:25]([CH3:26])[CH:27]=[O:28].[Cl:1][CH2:2][CH2:3][NH:4][C:5]([NH:6][c:7]1[cH:8][cH:9][c:10]([C:11](=[O:12])[O:13][CH3:14])[cH:15][cH:16]1)=[O:17].[K+:18].[K+:19].[O-:20][C:21]([O-:22])=[O:23]>>[CH2:2]1[CH2:3][NH:4][C:5](=[O:17])[N:6]1[c:7]1[cH:8][cH:9][c:10]([C:11](=[O:12])[O:13][CH3:14])[cH:15][cH:16]1. Reactants: ClC1=CC=C(C=C1)[N+](=O)[O-] (4-chloronitrobenzene), [O-]P(=O)([O-])[O-].[K+].[K+].[K+] (K3PO4), N1CCOCC1 (morpholine), Ph5FcP(t-Bu)2. Reagents/catalysts: C=1C=CC(=CC1)/C=C/C(=O)/C=C/C2=CC=CC=C2.C=1C=CC(=CC1)/C=C/C(=O)/C=C/C2=CC=CC=C2.[Pd] (Pd(dba)2). Solvent: COCCOC (DME). Product: [N+](=O)([O-])C1=CC=C(C=C1)N1CCOCC1 (4-nitrophenylmorpholine). Yield: 54.6%. Reaction SMILES: Cl[C:2]1[CH:7]=[CH:6][C:5]([N+:8]([O-:10])=[O:9])=[CH:4][CH:3]=1.[NH:11]1[CH2:16][CH2:15][O:14][CH2:13][CH2:12]1.[O-]P([O-])([O-])=O.[K+].[K+].[K+]>COCCOC.C1C=CC(/C=C/C(/C=C/C2C=CC=CC=2)=O)=CC=1.C1C=CC(/C=C/C(/C=C/C2C=CC=CC=2)=O)=CC=1.[Pd]>[N+:8]([C:5]1[CH:6]=[CH:7][C:2]([N:11]2[CH2:16][CH2:15][O:14][CH2:13][CH2:12]2)=[CH:3][CH:4]=1)([O-:10])=[O:9] |f:2.3.4.5,7.8.9|. Procedure details: According to the general procedure B, 4-chloronitrobenzene (80 mg, 0.51 mmol) reacted with morpholine (53 mg, 0.60 mmol) using 1 mol % of Pd(dba)2, 2 mol % of Ph5FcP(t-Bu)2, and K3PO4 (256 mg, 1.21 mmol) in DME at 100° C. to give the title compound (58 mg, 56%) as a yellow solid: 1H-NMR (400 MHz, CDCl3): δ 8.11 (d, 2H, J=9.6 Hz), 6.82 (d, 2H, J=9.6 Hz), 3.85 (t, 4H, J=5.2 Hz), 3.37 (t, 4H, J=5.2 Hz). 13C{1H}-NMR (125 MHz, CDCl3): δ 154.91, 138.80, 125.76, 112.50, 66.26, 47.00. GC/MS(EI): m/z 208... Reactants: FC[C@H]1OC[C@@]2(N=C(SC[C@@H]21)NC(C2=CC=CC=C2)=O)C2=C(C=CC=C2)F (N-((4aS,5S,7aS)-5-(fluoromethyl)-7a-(2-fluorophenyl)-4a,5,7,7a-tetrahydro-4H-furo[3,4-d][1,3]thiazin-2-yl)benzamide), N12CCCCCC2=NCCC1 (1,8-diazabicyclo[5.4.0]undec-7-ene). The solvent is CO (methanol). Reaction conditions: temperature 80 celsius. The product is FC[C@H]1OC[C@@]2(N=C(SC[C@@H]21)N)C2=C(C=CC=C2)F ((4aS,5S,7aS)-5-(fluoromethyl)-7a-(2-fluorophenyl)-4a,5,7,7a-tetrahydro-4H-furo[3,4-d][1,3]thiazin-2-amine). The yield is 89.2%. As a reaction SMILES: [F:1][CH2:2][C@@H:3]1[C@@H:11]2[C@@:6]([C:21]3[CH:26]=[CH:25][CH:24]=[CH:23][C:22]=3[F:27])([N:7]=[C:8]([NH:12]C(=O)C3C=CC=CC=3)[S:9][CH2:10]2)[CH2:5][O:4]1.N12CCCN=C1CCCCC2>CO>[F:1][CH2:2][C@@H:3]1[C@@H:11]2[C@@:6]([C:21]3[CH:26]=[CH:25][CH:24]=[CH:23][C:22]=3[F:27])([N:7]=[C:8]([NH2:12])[S:9][CH2:10]2)[CH2:5][O:4]1. Procedure details: N-((4aS,5S,7aS)-5-(fluoromethyl)-7a-(2-fluorophenyl)-4a,5,7,7a-tetrahydro-4H-furo[3,4-d][1,3]thiazin-2-yl)benzamide (70.56 g, 181.65 mmol) was dissolved in methanol (420 mL), 1,8-diazabicyclo[5.4.0]undec-7-ene (55.73 mL, 372.69) was added, and the solution was heated to reflux (heating block temperature 80° C.) for 5 h. The reaction mixture was concentrated under reduced pressure, and the residue purified by silica gel column chromatography (10% to 50% EtOAc in hexanes) to afford the title compo... Starting materials: C=1(O)C(O)=CC=CC1.C(C)OCCOCCOCC (pyrocatechol [(1-ethoxy)-ethyl]-ether), C=1(O)C(O)=CC=CC1 (pyrocatechol), C1(=CC=CC=C1)O (phenol). The product is C(C)OC(C)OC1=C(C=CC=C1)O (o-(1-ethoxyethoxy)-phenol). As a reaction SMILES: [C:1]1([C:3](=[CH:5][CH:6]=[CH:7][CH:8]=1)[OH:4])[OH:2].[CH2:9]([O:11][CH2:12][CH2:13]OCCOCC)[CH3:10].C1(C(=CC=CC=1)O)O.C1(O)C=CC=CC=1>>[CH2:9]([O:11][CH:12]([O:2][C:1]1[CH:8]=[CH:7][CH:6]=[CH:5][C:3]=1[OH:4])[CH3:13])[CH3:10] |f:0.1|. Reported procedure: 127 parts by weight of pyrocatechol-[(1-ethoxy)-ethyl]-ether and 55 parts by weight of pyrocatechol are reacted and processed as described in Example 3(c). The yield is 179 parts of the phenol compound. The boiling point is 79° to 80° C. at 1 mm. Reactants: COC(=O)c1ccc(Cl)c(CBr)c1Cl, C[N+]1([O-])CCOCC1, CC#N, O. The product is COC(=O)c1ccc(Cl)c(C=O)c1Cl. Reaction SMILES: [Br:9][CH2:10][c:11]1[c:12]([Cl:22])[c:13]([C:14](=[O:15])[O:16][CH3:17])[cH:18][cH:19][c:20]1[Cl:21].[CH3:1][N+:2]1([O-:3])[CH2:4][CH2:5][O:6][CH2:7][CH2:8]1.[CH3:24][C:25]#[N:26].[OH2:23]>>[O:3]=[CH:10][c:11]1[c:12]([Cl:22])[c:13]([C:14](=[O:15])[O:16][CH3:17])[cH:18][cH:19][c:20]1[Cl:21]. Starting materials: ClCCl, CC(=O)Nc1cccc(C(=O)C=CN(C)C)c1, CI, CN(C)C=O, CCCCCC, [H-], [H][H], [Mg+2], [Mg+2], [Na+], [O-][Si]([O-])([O-])[O-]. Product: CC(=O)N(C)c1cccc(C(=O)C=CN(C)C)c1. Reaction SMILES: [CH2:36]([Cl:37])[Cl:38].[CH3:1][N:2]([CH:3]=[CH:4][C:5](=[O:6])[c:7]1[cH:8][c:9]([NH:13][C:14]([CH3:15])=[O:16])[cH:10][cH:11][cH:12]1)[CH3:17].[CH3:22][I:23].[CH3:31][N:32]([CH3:33])[CH:34]=[O:35].[CH3:39][CH2:40][CH2:41][CH2:42][CH2:43][CH3:44].[H-:18].[H:20][H:21].[Mg+2:29].[Mg+2:30].[Na+:19].[Si:24]([O-:25])([O-:26])([O-:27])[O-:28]>>[CH3:1][N:2]([CH:3]=[CH:4][C:5](=[O:6])[c:7]1[cH:8][c:9]([N:13]([C:14]([CH3:15])=[O:16])[CH3:22])[cH:10][cH:11][cH:12]1)[CH3:17]. Reactants: CCC(O)c1sc(-c2ccc(C(F)(F)F)cc2)nc1C, CC(C)(C)[O-], CC(C)(C)O, N#Cc1cc(F)c(F)cc1F, [K+], C1CCOC1, O. Product: CCC(Oc1cc(F)c(C#N)cc1F)c1sc(-c2ccc(C(F)(F)F)cc2)nc1C. As a reaction SMILES: [CH3:1][c:2]1[n:3][c:4](-[c:11]2[cH:12][cH:13][c:14]([C:17]([F:18])([F:19])[F:20])[cH:15][cH:16]2)[s:5][c:6]1[CH:7]([CH2:8][CH3:9])[OH:10].[CH3:21][C:22]([CH3:23])([O-:24])[CH3:25].[CH3:44][C:45]([OH:46])([CH3:47])[CH3:48].[F:27][c:28]1[c:29]([C:30]#[N:31])[cH:32][c:33]([F:37])[c:34]([F:36])[cH:35]1.[K+:26].[O:39]1[CH2:40][CH2:41][CH2:42][CH2:43]1.[OH2:38]>>[CH3:1][c:2]1[n:3][c:4](-[c:11]2[cH:12][cH:13][c:14]([C:17]([F:18])([F:19])[F:20])[cH:15][cH:16]2)[s:5][c:6]1[CH:7]([CH2:8][CH3:9])[O:10][c:34]1[c:33]([F:37])[cH:32][c:29]([C:30]#[N:31])[c:28]([F:27])[cH:35]1. The reactants are [Mg] (magnesium), BrC=1C=C(C(=CC1)OC)OC (4-bromoveratrole), ClC1=NC=C(C(=O)Cl)C=C1 (6-chloronicotinic acid chloride), resultant mixture, COC=1C=C(C=CC1OC)[Mg]Br (3,4-dimethoxyphenyl magnesium bromide), Cl (hydrochloric acid). Solvent: O1CCCC1 (tetrahydrofuran), O1CCCC1 (tetrahydrofuran). The product is ClC1=NC=C(C=C1)C(C1=CC(=C(C=C1)OC)OC)=O (2-chloro-5-(3,4-dimethoxybenzoyl)pyridine). The yield is 67.3%. Reaction SMILES: [Mg].Br[C:3]1[CH:4]=[C:5]([O:11][CH3:12])[C:6]([O:9][CH3:10])=[CH:7][CH:8]=1.COC1C=C([Mg]Br)C=CC=1OC.[Cl:25][C:26]1[CH:34]=[CH:33][C:29]([C:30](Cl)=[O:31])=[CH:28][N:27]=1.Cl>O1CCCC1>[Cl:25][C:26]1[CH:34]=[CH:33][C:29]([C:30](=[O:31])[C:3]2[CH:8]=[CH:7][C:6]([O:9][CH3:10])=[C:5]([O:11][CH3:12])[CH:4]=2)=[CH:28][N:27]=1. Reported procedure: To 200 ml of tetrahydrofuran were added metallic magnesium (5.35 g) and 4-bromoveratrole (47.8 g), and the mixture was heated for 3 hours under reflux to prepare a 3,4-dimethoxyphenyl magnesium bromide solution. This solution was added, while stirring, dropwise at temperatures ranging from -50° C. to -60° C. to a solution of 6-chloronicotinic acid chloride (21.2 g) in tetrahydrofuran (200 ml) (the time required for the addition: one hour). The resultant mixture was stirred at the same temperatur...